describe an organic reaction: reactants, conditions, products, and yield From a dataset of the Open Reaction Database (ORD), a public repository of structured organic reaction records. The reactants are CCOC(=O)c1nc2c(s1)Nc1ccccc1NC2=S, CCOC(C)=O, CCN(C(C)C)C(C)C, Cl, Cc1cc2c(s1)Nc1cc(F)c(F)cc1N=C2N, OCCC1CNCCN1, O. Reaction SMILES: [CH2:38]([O:39][C:40]([c:41]1[s:42][c:43]2[c:54]([n:55]1)[C:52](=[S:53])[NH:51][c:50]1[c:45]([cH:46][cH:47][cH:48][cH:49]1)[NH:44]2)=[O:56])[CH3:57].[CH3:59][CH2:60][O:61][C:62](=[O:63])[CH3:64].[CH:20]([N:21]([CH2:22][CH3:23])[CH:24]([CH3:25])[CH3:26])([CH3:27])[CH3:28].[ClH:1].[F:2][c:3]1[c:4]([F:19])[cH:5][c:6]2[c:7]([cH:18]1)[NH:8][c:9]1[s:10][c:11]([CH3:17])[cH:12][c:13]1[C:14]([NH2:16])=[N:15]2.[NH:29]1[CH:30]([CH2:35][CH2:36][OH:37])[CH2:31][NH:32][CH2:33][CH2:34]1.[OH2:58]>>[F:2][c:3]1[c:4]([F:19])[cH:5][c:6]2[c:7]([cH:18]1)[NH:8][c:9]1[s:10][c:11]([CH3:17])[cH:12][c:13]1[C:14]([N:16]1[CH2:31][CH:30]([CH2:35][CH2:36][OH:37])[NH:29][CH2:34][CH2:33]1)=[N:15]2. The product is Cc1cc2c(s1)Nc1cc(F)c(F)cc1N=C2N1CCNC(CCO)C1. Reactants: S(=O)(Cl)Cl (thionyl chloride), ice, COC1=CC=C(C=C1)CCCCCCCCC(=O)O (9(4-methoxyphenyl)nonanoic acid). Run in C(Cl)Cl (CH2Cl2). Yields the product COC1=CC=C(C=C1)CCCCCCCCC(=O)Cl (9(4-Methoxyphenyl)nonanoyl chloride). As a reaction SMILES: [CH3:1][O:2][C:3]1[CH:8]=[CH:7][C:6]([CH2:9][CH2:10][CH2:11][CH2:12][CH2:13][CH2:14][CH2:15][CH2:16][C:17]([OH:19])=O)=[CH:5][CH:4]=1.S(Cl)([Cl:22])=O>C(Cl)Cl>[CH3:1][O:2][C:3]1[CH:8]=[CH:7][C:6]([CH2:9][CH2:10][CH2:11][CH2:12][CH2:13][CH2:14][CH2:15][CH2:16][C:17]([Cl:22])=[O:19])=[CH:5][CH:4]=1. Procedure details: To an ice-cold, stirring solution of 3 gm 9(4-methoxyphenyl)nonanoic acid in 10 ml. CH2Cl2 was added dropwise 1.2 ml thionyl chloride. The solution was then allowed to warm up to room temperature. The solvent and excess thionyl chloride were removed in vacuo to give a brown oil, which was used directly in the last step without further purification. The reactants are CCOC(=O)COc1cccc(N)c1, O=C(O)c1cccc(-c2ccc(F)cc2)n1. Product: CCOC(=O)COc1cccc(NC(=O)c2cccc(-c3ccc(F)cc3)n2)c1. RXN SMILES: [CH2:17]([CH3:18])[O:19][C:20]([CH2:21][O:22][c:23]1[cH:24][c:25]([NH2:29])[cH:26][cH:27][cH:28]1)=[O:30].[F:1][c:2]1[cH:3][cH:4][c:5](-[c:8]2[cH:9][cH:10][cH:11][c:12]([C:14](=[O:15])[OH:16])[n:13]2)[cH:6][cH:7]1>>[F:1][c:2]1[cH:3][cH:4][c:5](-[c:8]2[cH:9][cH:10][cH:11][c:12]([C:14](=[O:16])[NH:29][c:25]3[cH:24][c:23]([O:22][CH2:21][C:20]([O:19][CH2:17][CH3:18])=[O:30])[cH:28][cH:27][cH:26]3)[n:13]2)[cH:6][cH:7]1. Reaction SMILES: C([O:8][N:9]1[C:18](=[O:19])[C:17]2[CH:20]=[C:21]([C:29]#[N:30])[C:22]([N:23]3[CH2:28][CH2:27][CH2:26][CH2:25][CH2:24]3)=[C:15]3[C:16]=2[C:11](=[CH:12][CH:13]=[CH:14]3)[C:10]1=[O:31])C1C=CC=CC=1.[H][H]>C1COCC1.[Pd].[O-]S([O-])(=O)=O.[Ba+2]>[C:29]([C:21]1[C:22]([N:23]2[CH2:28][CH2:27][CH2:26][CH2:25][CH2:24]2)=[C:15]2[CH:14]=[CH:13][CH:12]=[C:11]3[C:16]2=[C:17]([CH:20]=1)[C:18](=[O:19])[N:9]([OH:8])[C:10]3=[O:31])#[N:30] |f:3.4.5|. Reagents/catalysts: [Pd].[O-]S(=O)(=O)[O-].[Ba+2] (Pd BaSO4), [Pd].[O-]S(=O)(=O)[O-].[Ba+2] (Pd BaSO4). Isolated yield 45.9%. Solvent: C1CCOC1 (THF). The product is C(#N)C=1C(=C2C3=C(C(N(C(C3=CC=C2)=O)O)=O)C1)N1CCCCC1 (5-Cyano-2-hydroxy-6-(piperidin-1-yl)-benzo[de]isoquinoline-1,3-dione). Reactants: [H][H] (hydrogen), C(C1=CC=CC=C1)ON1C(C2=CC=CC=3C2=C(C1=O)C=C(C3N3CCCCC3)C#N)=O (2-Benzyloxy-5-cyano-6-(piperidin-1-yl)-benzo[de]isoquinoline-1,3-dione). Procedure: A mixture of 2-benzyloxy-5-cyano-6-(piperidin-1-yl)-benzo[de]isoquinoline-1,3-dione (0.16 g, 0.40 mmol, from Example D2) and 5% Pd/BaSO4 (0.05 g) in THF (75 mL) was shaken in an atmosphere of hydrogen at 50 psi at ambient temperature for 86 hours with an additional 0.05 g of 5% Pd/BaSO4 being added after 70 hours. The catalyst was removed by filtration and the filtrate evaporated under reduced pressure. The residue was chromatographed on silica using chloroform/methanol (10:1) to give 0.059 g of... Starting materials: C(C)#N (acetonitrile), ClC1=CC=C2C=CC(=NC2=N1)N1C(C2=CC=CC=C2C1OC(=O)OC1=CC=CC=C1)=O (2-(7-chloro-1,8-naphthyridin-2-yl)-3-phenoxycarbonyloxy-isoindolin-1-one), 1-t. The product is C(CCC)N1CCNCC1 (butylpiperazine), 2-(7-chloro-1,8-naphthyridin-2-yl)-3-(4-t.-butylpiperazin-1-yl)carbonyloxy-isoindolin-1-one. As a reaction SMILES: ClC1N=C2C(C=[CH:7][C:8]([N:12]3[CH:20](OC(OC4C=CC=CC=4)=O)[C:19]4[C:14](=CC=[CH:17][CH:18]=4)[C:13]3=O)=N2)=CC=1.C(#[N:34])C>>[CH2:20]([N:12]1[CH2:8][CH2:7][NH:34][CH2:14][CH2:13]1)[CH2:19][CH2:18][CH3:17]. Reported procedure: Following the procedure of Example 15 but starting with 2-(7-chloro-1,8-naphthyridin-2-yl)-3-phenoxycarbonyloxy-isoindolin-1-one (5.1 g.) and 1-t.-butylpiperazine (5 g.) in acetonitrile (31 cc.), 2-(7-chloro-1,8-naphthyridin-2-yl)-3-(4-t.-butylpiperazin-1-yl)carbonyloxy-isoindolin-1-one (3.3 g.), melting at 240° C., is obtained. The reactants are O=C([O-])[O-], CC(CCO)CCO, CN1CCCC1=O, [K+], [K+], Nc1c(Cl)cc(O)c2c1C(=O)c1ccccc1C2=O, Oc1ccccc1. The product is CC(CCO)CCOc1cc(O)c2c(c1N)C(=O)c1ccccc1C2=O. Reaction SMILES: [C:16](=[O:17])([O-:18])[O-:19].[CH3:1][CH:2]([CH2:3][CH2:4][OH:5])[CH2:6][CH2:7][OH:8].[CH3:41][N:42]1[CH2:43][CH2:44][CH2:45][C:46]1=[O:47].[K+:20].[K+:21].[NH2:22][c:23]1[c:24]([Cl:40])[cH:25][c:26]([OH:39])[c:27]2[c:36]1[C:35](=[O:37])[c:34]1[c:29]([cH:30][cH:31][cH:32][cH:33]1)[C:28]2=[O:38].[OH:9][c:10]1[cH:11][cH:12][cH:13][cH:14][cH:15]1>>[CH3:1][CH:2]([CH2:3][CH2:4][O:5][c:24]1[c:23]([NH2:22])[c:36]2[c:27]([c:26]([OH:39])[cH:25]1)[C:28](=[O:38])[c:29]1[cH:30][cH:31][cH:32][cH:33][c:34]1[C:35]2=[O:37])[CH2:6][CH2:7][OH:8].